This data is from the Open Reaction Database (ORD), a public repository of structured organic reaction records. The task is: describe an organic reaction: reactants, conditions, products, and yield Reactants: CCOC(C)=O, Cc1cc(C#N)c(Nc2ccccc2[N+](=O)[O-])s1. The product is Cc1cc(C#N)c(Nc2ccccc2N)s1. Reaction SMILES: [CH3:19][CH2:20][O:21][C:22](=[O:23])[CH3:24].[N+:1]([O-:2])(=[O:3])[c:4]1[c:5]([NH:6][c:7]2[s:8][c:9]([CH3:14])[cH:10][c:11]2[C:12]#[N:13])[cH:15][cH:16][cH:17][cH:18]1>>[NH2:1][c:4]1[c:5]([NH:6][c:7]2[s:8][c:9]([CH3:14])[cH:10][c:11]2[C:12]#[N:13])[cH:15][cH:16][cH:17][cH:18]1. Starting materials: CC(C)(C)C(=O)OC1CCN(Cc2ccccc2)CC1, CO, Cl. Product: CC(C)(C)C(=O)OC1CCNCC1. RXN SMILES: [CH2:1]([c:2]1[cH:3][cH:4][cH:5][cH:6][cH:7]1)[N:8]1[CH2:9][CH2:10][CH:11]([O:14][C:15]([C:16]([CH3:17])([CH3:18])[CH3:19])=[O:20])[CH2:12][CH2:13]1.[CH3:22][OH:23].[ClH:21]>>[NH:8]1[CH2:9][CH2:10][CH:11]([O:14][C:15]([C:16]([CH3:17])([CH3:18])[CH3:19])=[O:20])[CH2:12][CH2:13]1. Starting materials: C(C)(=O)O[C@H]1CC2=C(N(C3=C1C=CC=C3)C(=O)N)C=CC=C2 ((S)-(−)-10-acetoxy-10,11-dihydro-5H-dibenz[b,f]azepine-5-carboxamide), C(C)(=O)O[C@@H]1CC2=C(N(C3=C1C=CC=C3)C(=O)N)C=CC=C2 ((R)-(+)-10-acetoxy-10,11-dihydro-5H-dibenz[b,f]azepine-5-carboxamide), O[C@H]1CC2=C(N(C3=C1C=CC=C3)C(=O)N)C=CC=C2 ((S)-(+)-10,11-dihydro-10-hydroxy-5H-dibenz[b,f]azepine-5-carboxamide), O[C@@H]1CC2=C(N(C3=C1C=CC=C3)C(=O)N)C=CC=C2 ((R)-(−)-10,11-dihydro-10-hydroxy-5H-dibenz[b,f]azepine-5-carboxamide). Yields the product O=C1CC2=C(N(C3=C1C=CC=C3)C(=O)N)C=CC=C2 (10,11-dihydro-10-oxo-5H-dibenz[b,f]azepine-5-carboxamide). RXN SMILES: C([O:4][C@@H:5]1[C:11]2[CH:12]=[CH:13][CH:14]=[CH:15][C:10]=2[N:9]([C:16]([NH2:18])=[O:17])[C:8]2[CH:19]=[CH:20][CH:21]=[CH:22][C:7]=2[CH2:6]1)(=O)C.C(O[C@H]1C2C=CC=CC=2N(C(N)=O)C2C=CC=CC=2C1)(=O)C.O[C@@H]1C2C=CC=CC=2N(C(N)=O)C2C=CC=CC=2C1.O[C@H]1C2C=CC=CC=2N(C(N)=O)C2C=CC=CC=2C1>>[O:4]=[C:5]1[C:11]2[CH:12]=[CH:13][CH:14]=[CH:15][C:10]=2[N:9]([C:16]([NH2:18])=[O:17])[C:8]2[CH:19]=[CH:20][CH:21]=[CH:22][C:7]=2[CH2:6]1. Procedure: In an another embodiment, the invention provides a process for preparing (S)-(−)-10-acetoxy-10,11-dihydro-5H-dibenz[b,f]azepine-5-carboxamide, or (R)-(+)-10-acetoxy-10,11-dihydro-5H-dibenz[b,f]azepine-5-carboxamide from (S)-(+)-10,11-dihydro-10-hydroxy-5H-dibenz[b,f]azepine-5-carboxamide or (R)-(−)-10,11-dihydro-10-hydroxy-5H-dibenz[b,f]azepine-5-carboxamide, which are obtained by enantioselective reduction of 10,11-dihydro-10-oxo-5H-dibenz[b,f]azepine-5-carboxamide or derivatives thereof in pre... Starting materials: F[C@H](COC1=CC=NC=C1)C (4-{[(2S)-2-fluoropropyl]oxy}pyridine), C(C)(=O)O (acetic acid). The reagents and catalysts are [Pd] (palladium on carbon). Run in CO (methanol). Conditions: time 8 hour. Product: F[C@H](COC1CCNCC1)C (4-{[(2S)-2-fluoropropyl]oxy}piperidine). Isolated yield 43.2%. Reaction SMILES: [F:1][C@@H:2]([CH3:11])[CH2:3][O:4][C:5]1[CH:10]=[CH:9][N:8]=[CH:7][CH:6]=1.C(O)(=O)C>CO.[Pd]>[F:1][C@@H:2]([CH3:11])[CH2:3][O:4][CH:5]1[CH2:6][CH2:7][NH:8][CH2:9][CH2:10]1. Procedure: 2.2 g of 4-{[(2S)-2-fluoropropyl]oxy}pyridine was added to a solution of 22 mL of acetic acid in 22 mL of methanol, and 500 mg of 10% palladium on carbon (wet type) was added thereto under an argon atmosphere. The mixture was stirred at room temperature overnight under a hydrogen atmosphere of 3 atm. The reaction mixture was filtered through celite and the filtrate was concentrated under reduced pressure. The residue was purified by basic silica gel column chromatography (chloroform/methanol) to... Starting materials: [Li]CCCC, N#CCC1CC1, CC(=O)NCC1CN(c2ccc(N3CCC(=O)CC3)c(F)c2)C(=O)O1, C1CCOC1. Product: CC(=O)NCC1CN(c2ccc(N3CCC(O)(C(C#N)C4CC4)CC3)c(F)c2)C(=O)O1. As a reaction SMILES: [CH3:7][CH2:8][CH2:9][CH2:10][Li:11].[CH:1]1([CH2:4][C:5]#[N:6])[CH2:2][CH2:3]1.[O:12]=[C:13]1[CH2:14][CH2:15][N:16]([c:19]2[c:20]([F:36])[cH:21][c:22]([N:25]3[C:26](=[O:35])[O:27][CH:28]([CH2:30][NH:31][C:32]([CH3:33])=[O:34])[CH2:29]3)[cH:23][cH:24]2)[CH2:17][CH2:18]1.[O:37]1[CH2:38][CH2:39][CH2:40][CH2:41]1>>[CH:1]1([CH:4]([C:5]#[N:6])[C:13]2([OH:12])[CH2:14][CH2:15][N:16]([c:19]3[c:20]([F:36])[cH:21][c:22]([N:25]4[C:26](=[O:35])[O:27][CH:28]([CH2:30][NH:31][C:32]([CH3:33])=[O:34])[CH2:29]4)[cH:23][cH:24]3)[CH2:17][CH2:18]2)[CH2:2][CH2:3]1.